From a dataset of the Open Reaction Database (ORD), a public repository of structured organic reaction records. describe an organic reaction: reactants, conditions, products, and yield The reactants are Clc1cc(N2CCOCC2)n2nc(-c3ccc(Br)cc3)cc2n1, C1COCCN1, CC(C)(C)[O-], Cc1ccccc1, O=C(C=Cc1ccccc1)C=Cc1ccccc1, O=C(C=Cc1ccccc1)C=Cc1ccccc1, O=C(C=Cc1ccccc1)C=Cc1ccccc1, [Na+], O, [Pd], [Pd]. Product: Clc1cc(N2CCOCC2)n2nc(-c3ccc(N4CCOCC4)cc3)cc2n1. RXN SMILES: [Br:1][c:2]1[cH:3][cH:4][c:5](-[c:8]2[n:9][n:10]3[c:11]([n:12][c:13]([Cl:22])[cH:14][c:15]3[N:16]3[CH2:17][CH2:18][O:19][CH2:20][CH2:21]3)[cH:23]2)[cH:6][cH:7]1.[CH2:30]1[CH2:31][O:32][CH2:33][CH2:34][NH:35]1.[CH3:24][C:25]([CH3:26])([O-:27])[CH3:28].[CH3:36][c:37]1[cH:38][cH:39][cH:40][cH:41][cH:42]1.[CH:46](=[CH:47][C:48]([CH:49]=[CH:50][c:51]1[cH:52][cH:53][cH:54][cH:55][cH:56]1)=[O:57])[c:58]1[cH:59][cH:60][cH:61][cH:62][cH:63]1.[CH:64](=[CH:65][C:66]([CH:67]=[CH:68][c:69]1[cH:70][cH:71][cH:72][cH:73][cH:74]1)=[O:75])[c:76]1[cH:77][cH:78][cH:79][cH:80][cH:81]1.[CH:82](=[CH:83][C:84]([CH:85]=[CH:86][c:87]1[cH:88][cH:89][cH:90][cH:91][cH:92]1)=[O:93])[c:94]1[cH:95][cH:96][cH:97][cH:98][cH:99]1.[Na+:29].[OH2:43].[Pd:44].[Pd:45]>>[c:2]1([N:35]2[CH2:30][CH2:31][O:32][CH2:33][CH2:34]2)[cH:3][cH:4][c:5](-[c:8]2[n:9][n:10]3[c:11]([n:12][c:13]([Cl:22])[cH:14][c:15]3[N:16]3[CH2:17][CH2:18][O:19][CH2:20][CH2:21]3)[cH:23]2)[cH:6][cH:7]1. Reactants: C[O-].[Na+] (NaOMe), Cl.NO (hydroxylamine hydrochloride), OCC(CCC1=CC=CC=C1)N1C=NC(=C1)C#N (1-(1-hydroxy-4-phenyl-2-butyl)imidazole-4-carbonitrile). Solvent: CO (methanol). Reaction conditions: time 30 minute. The product is ONC(=N)C=1N=CN(C1)C(CO)CCC1=CC=CC=C1 (N-hydroxy-1-[1-hydroxy-4-phenyl-2-butyl]imidazole-4-carboximidamide). The yield is 76.7%. As a reaction SMILES: [CH3:1][O-:2].[Na+].Cl.[NH2:5][OH:6].OC[CH:9]([N:18]1[CH:22]=[C:21]([C:23]#[N:24])[N:20]=[CH:19]1)[CH2:10][CH2:11][C:12]1[CH:17]=[CH:16][CH:15]=[CH:14][CH:13]=1>CO>[OH:6][NH:5][C:23]([C:21]1[N:20]=[CH:19][N:18]([CH:9]([CH2:10][CH2:11][C:12]2[CH:17]=[CH:16][CH:15]=[CH:14][CH:13]=2)[CH2:1][OH:2])[CH:22]=1)=[NH:24] |f:0.1,2.3|. Procedure details: A powder of NaOMe (67.2 mg, 1.24 mmol) was added to a solution of hydroxylamine hydrochloride (86.4 mg, 1.24 mmol) in methanol (2 ml) at room temperature. After 30 minutes, 1-(1-hydroxy-4-phenyl-2-butyl)imidazole-4-carbonitrile (obtained in Example 12(2))(100 mg, 0.41 mmol) was added to the mixture and the resulting mixture was stirred at reflux for 2 h. After cooling, the insoluble material was removed and then the filtrate was evaporated. The residue was purified by silica gel (5 g) column chr...